This data is from the Open Reaction Database (ORD), a public repository of structured organic reaction records. The task is: describe an organic reaction: reactants, conditions, products, and yield Reactants: [Cl-].[NH3+]C=1C=C2NC(C(NC2=CC1Cl)=O)=O (6-ammonio-7-chloro-2,3(1H,4H)-quinoxalinedione chloride), CC1(OC(CC1)(OC)C)OC (2,5-dimethyl-2,5-dimethoxytetrahydrofuran). Product: CC=1N(C(=CC1)C)C=1C=C2NC(C(NC2=CC1Cl)=O)=O (6-(2,5-Dimethyl-1-pyrrolyl)-7-chloro-2,3(1H,4H)-quinoxalinedione). Reaction SMILES: [Cl-].[NH3+:2][C:3]1[CH:4]=[C:5]2[C:10](=[CH:11][C:12]=1[Cl:13])[NH:9][C:8](=[O:14])[C:7](=[O:15])[NH:6]2.[CH3:16][C:17]1(OC)[CH2:21][CH2:20][C:19]([CH3:24])(OC)O1>>[CH3:16][C:17]1[N:2]([C:3]2[CH:4]=[C:5]3[C:10](=[CH:11][C:12]=2[Cl:13])[NH:9][C:8](=[O:14])[C:7](=[O:15])[NH:6]3)[C:19]([CH3:24])=[CH:20][CH:21]=1 |f:0.1|. Reported procedure: 14.2 mmol of 6-ammonio-7-chloro-2,3(1H,4H)-quinoxalinedione chloride were reacted with 14.2 mmol of 2,5-dimethyl-2,5-dimethoxytetrahydrofuran by the method of Example 5d. Starting materials: IC1=CC=2C(=NC=C(C2S1)C#N)NCC1=CC=C(C=C1)OC (2-Iodo-4-(4-methoxybenzylamino)-thieno[3,2-c]pyridine-7-carbonitrile), OS(=O)(=O)O (H2SO4). Conditions: time 1 hour. Product: NC1=NC=C(C2=C1C=C(S2)I)C(=O)N (4-Amino-2-iodo-thieno[3,2-c]pyridine-7-carboxylic acid amide). RXN SMILES: [I:1][C:2]1[S:10][C:9]2[C:8]([C:11]#[N:12])=[CH:7][N:6]=[C:5]([NH:13]CC3C=CC(OC)=CC=3)[C:4]=2[CH:3]=1.[OH:23]S(O)(=O)=O>>[NH2:13][C:5]1[C:4]2[CH:3]=[C:2]([I:1])[S:10][C:9]=2[C:8]([C:11]([NH2:12])=[O:23])=[CH:7][N:6]=1. Reported procedure: To 2-iodo-4-(4-methoxy-benzylamino)-thieno[3,2-c]pyridine-7-carbonitrile 27 (3.88 g, 9.21 mmol) was added conc. H2SO4 (9.75 mL). The reaction was stirred for 1 h at room temperature, then quenched by the addition of ice (20 g). The filtered precipitate was washed with H2O, then suspended in 30% MeOH—CH2Cl2 (30 mL). Triethylamine was added dropwise until the solids dissolved. The solution was purified by silica gel column chromatography (eluent: 10 to 20% MeOH in CH2Cl2 with 1% NH4OH additive) to... Reactants: CS(=O)(=O)Cl, CCN(C(C)C)C(C)C, ClCCl, CN(Cc1sc2c(=O)c(C(=O)NCc3ccc(Cl)cc3)cn(C)c2c1CN)CC(O)c1ccccn1. The product is CN(Cc1sc2c(=O)c(C(=O)NCc3ccc(Cl)cc3)cn(C)c2c1CNS(C)(=O)=O)CC(O)c1ccccn1. As a reaction SMILES: [CH3:46][S:47]([Cl:48])(=[O:49])=[O:50].[CH:37]([N:38]([CH:39]([CH3:40])[CH3:41])[CH2:42][CH3:43])([CH3:44])[CH3:45].[Cl:51][CH2:52][Cl:53].[NH2:1][CH2:2][c:3]1[c:4]([CH2:25][N:26]([CH3:27])[CH2:28][CH:29]([c:30]2[n:31][cH:32][cH:33][cH:34][cH:35]2)[OH:36])[s:5][c:6]2[c:7]1[n:8]([CH3:24])[cH:9][c:10]([C:13](=[O:14])[NH:15][CH2:16][c:17]1[cH:18][cH:19][c:20]([Cl:23])[cH:21][cH:22]1)[c:11]2=[O:12]>>[NH:1]([CH2:2][c:3]1[c:4]([CH2:25][N:26]([CH3:27])[CH2:28][CH:29]([c:30]2[n:31][cH:32][cH:33][cH:34][cH:35]2)[OH:36])[s:5][c:6]2[c:7]1[n:8]([CH3:24])[cH:9][c:10]([C:13](=[O:14])[NH:15][CH2:16][c:17]1[cH:18][cH:19][c:20]([Cl:23])[cH:21][cH:22]1)[c:11]2=[O:12])[S:47]([CH3:46])(=[O:49])=[O:50]. Reactants: CN1CCOCC1, O=C(O)c1cc(Cl)cnc1Oc1ccc(F)cc1, CC(C)COC(=O)Cl, ClCCl, O, CC(C)(O)c1ccc(CN)cc1. Product: CC(C)(O)c1ccc(CNC(=O)c2cc(Cl)cnc2Oc2ccc(F)cc2)cc1. RXN SMILES: [CH3:19][N:20]1[CH2:21][CH2:22][O:23][CH2:24][CH2:25]1.[Cl:1][c:2]1[cH:3][n:4][c:5]([O:11][c:12]2[cH:13][cH:14][c:15]([F:18])[cH:16][cH:17]2)[c:6]([C:7](=[O:8])[OH:9])[cH:10]1.[Cl:26][C:27]([O:28][CH2:29][CH:30]([CH3:31])[CH3:32])=[O:33].[Cl:46][CH2:47][Cl:48].[OH2:49].[OH:34][C:35]([CH3:36])([CH3:37])[c:38]1[cH:39][cH:40][c:41]([CH2:42][NH2:43])[cH:44][cH:45]1>>[Cl:1][c:2]1[cH:3][n:4][c:5]([O:11][c:12]2[cH:13][cH:14][c:15]([F:18])[cH:16][cH:17]2)[c:6]([C:7](=[O:9])[NH:43][CH2:42][c:41]2[cH:40][cH:39][c:38]([C:35]([OH:34])([CH3:36])[CH3:37])[cH:45][cH:44]2)[cH:10]1.